From a dataset of the Open Reaction Database (ORD), a public repository of structured organic reaction records. describe an organic reaction: reactants, conditions, products, and yield Starting materials: [H-].[Al+3].[Li+].[H-].[H-].[H-] (lithium aluminum hydride), C(C1=CC=CC=C1)OC1=C(C=CC=C1C1CCCC1)CC(CSCCC(=O)OC)O (Methyl 7-(2-benzyloxy-3-cyclopentylphenyl)-6-hydroxy-4-thiaheptanoate), O (water), [OH-].[Na+] (sodium hydroxide), O (water). The solvent is O1CCCC1 (tetrahydrofuran), O1CCCC1 (tetrahydrofuran). Reaction conditions: time 30 minute. Product: C(C1=CC=CC=C1)OC1=C(C=CC=C1C1CCCC1)CC(CSCCCO)(O)O (7-(2-benzyloxy-3-cyclopentylphenyl)-6-hydroxy-4-thiaheptane-1,6-diol). RXN SMILES: [CH2:1]([O:8][C:9]1[C:14]([CH:15]2[CH2:19][CH2:18][CH2:17][CH2:16]2)=[CH:13][CH:12]=[CH:11][C:10]=1[CH2:20][CH:21]([OH:30])[CH2:22][S:23][CH2:24][CH2:25][C:26]([O:28]C)=O)[C:2]1[CH:7]=[CH:6][CH:5]=[CH:4][CH:3]=1.[H-].[Al+3].[Li+].[H-].[H-].[H-].[OH2:37].[OH-].[Na+]>O1CCCC1>[CH2:1]([O:8][C:9]1[C:14]([CH:15]2[CH2:16][CH2:17][CH2:18][CH2:19]2)=[CH:13][CH:12]=[CH:11][C:10]=1[CH2:20][C:21]([OH:30])([OH:37])[CH2:22][S:23][CH2:24][CH2:25][CH2:26][OH:28])[C:2]1[CH:7]=[CH:6][CH:5]=[CH:4][CH:3]=1 |f:1.2.3.4.5.6,8.9|. Procedure details: 1 g (2.33 mmol) of methyl 7-(2-benzyloxy-3-cyclopentylphenyl)-6-hydroxy-4-thiaheptanoate (Example 1) is dissolved in 3 ml of tetrahydrofuran, and the solution is added dropwise to 250 mg of lithium aluminum hydride in 20 ml of tetrahydrofuran. The mixture is left to stir at room temperature for 30 min and then, with caution, 0.25 ml of water, 0.25 ml of 15% strength sodium hydroxide solution and 0.73 ml of water are successively added. The precipitate is filtered off, the filtrate is washed once... Starting materials: O (Water), C1=CC=C(C=C1)C[C@@H](C(=O)O)O (L-3-Phenyllactic acid), CI (methyl iodide), C([O-])([O-])=O.[Cs+].[Cs+] (cesium carbonate). Solvent: CN(C=O)C (dimethylformamide). Run at time 18 hour. Yields the product COC(=O)C(CC1=CC=CC=C1)O (Methyl L-3-phenyllactate). Yield: 99.9%. As a reaction SMILES: [CH:1]1[CH:6]=[CH:5][C:4]([CH2:7][C@H:8]([OH:12])[C:9]([OH:11])=[O:10])=[CH:3][CH:2]=1.[C:13](=O)([O-])[O-].[Cs+].[Cs+].CI.O>CN(C)C=O>[CH3:13][O:10][C:9]([CH:8]([OH:12])[CH2:7][C:4]1[CH:3]=[CH:2][CH:1]=[CH:6][CH:5]=1)=[O:11] |f:1.2.3|. Reported procedure: L-3-Phenyllactic acid (5 g, 30 mmol) was dissolved in 25 mL of dimethylformamide and cesium carbonate (9.94 g, 30.5 mmol) was added. After the evolution of gas ceased, methyl iodide (8.52 g, 60 mmol) was added and the mixture was stirred for 18 hours at room temperature. Water was then added and the mixture extracted with ethyl acetate. The organic phase was separated, washed with water, dried over magnesium sulfate, and the solvent removed in vacuo to give the title compound as a colorless oil ... Starting materials: N#CC(O)c1ccc(F)c(Oc2ccccc2)c1, CC(C)(C)OC(=O)C(F)=CC1C(C(=O)O)C1(C)C. The product is CC(C)(C)OC(=O)C(F)=CC1C(C(=O)OC(C#N)c2ccc(F)c(Oc3ccccc3)c2)C1(C)C. Reaction SMILES: [C:19](#[N:20])[CH:21]([c:22]1[cH:23][c:24]([O:29][c:30]2[cH:31][cH:32][cH:33][cH:34][cH:35]2)[c:25]([F:28])[cH:26][cH:27]1)[OH:36].[CH3:1][C:2]1([CH3:18])[CH:3]([C:15](=[O:16])[OH:17])[CH:4]1[CH:5]=[C:6]([C:7]([O:8][C:9]([CH3:10])([CH3:11])[CH3:12])=[O:13])[F:14]>>[CH3:1][C:2]1([CH3:18])[CH:3]([C:15](=[O:16])[O:17][CH:21]([C:19]#[N:20])[c:22]2[cH:23][c:24]([O:29][c:30]3[cH:31][cH:32][cH:33][cH:34][cH:35]3)[c:25]([F:28])[cH:26][cH:27]2)[CH:4]1[CH:5]=[C:6]([C:7]([O:8][C:9]([CH3:10])([CH3:11])[CH3:12])=[O:13])[F:14]. Reactants: C[N+](C)(C)[O-] (trimethylamine oxide), BrCCCCC(C#N)(C)C (6-bromo-2,2-dimethylhexanenitrile). Run in CS(=O)C (DMSO). Run at time 8 hour. Yields the product CC(C#N)(CCCC=O)C (2,2-dimethyl-6-oxohexanenitrile). RXN SMILES: C[N+]([O-:5])(C)C.Br[CH2:7][CH2:8][CH2:9][CH2:10][C:11]([CH3:15])([CH3:14])[C:12]#[N:13]>CS(C)=O>[CH3:14][C:11]([CH3:15])([CH2:10][CH2:9][CH2:8][CH:7]=[O:5])[C:12]#[N:13]. Procedure: To a suspension of trimethylamine oxide (1.5 g, 19.6 mmol, Aldrich) in DMSO (10 mL) was added 6-bromo-2,2-dimethylhexanenitrile (0.84 mL, 4.9 mmol, Aldrich). After stirring at room temperature overnight, the reaction mixture was quenched with water (10 mL) and extracted with hexanes (4×10 mL). The combined organic extracts were washed with brine (20 mL), dried (NaSO4), filtered and concentrated to afford 0.65 g (80% pure) of the title compound. MS (ESI+) m/z 157 (M+NH4)+. The reactants are BrC1=CC(=C(C=C1)C(C)(C)N)C (1-(4-Bromo-2-methyl-phenyl)-1-methyl-ethylamine), C(CBr)OCCBr (2,2′-dibromodiethylether), C(C)(C)N(C(C)C)CC (N,N-diisopropylethylamine). Solvent: CN(C)C=O (DMF). Yields the product BrC1=CC(=C(C=C1)C(C)(C)N1CCOCC1)C (4-[1-(4-Bromo-2-methyl-phenyl)-1-methyl-ethyl]-morpholine). RXN SMILES: [Br:1][C:2]1[CH:7]=[CH:6][C:5]([C:8]([NH2:11])([CH3:10])[CH3:9])=[C:4]([CH3:12])[CH:3]=1.[CH2:13]([O:16][CH2:17][CH2:18]Br)[CH2:14]Br.C(N(CC)C(C)C)(C)C>CN(C=O)C>[Br:1][C:2]1[CH:7]=[CH:6][C:5]([C:8]([N:11]2[CH2:18][CH2:17][O:16][CH2:13][CH2:14]2)([CH3:9])[CH3:10])=[C:4]([CH3:12])[CH:3]=1. Procedure: A solution of 1-(4-Bromo-2-methyl-phenyl)-1-methyl-ethylamine (preparation 48, 544 mg, 2 mmol), 2,2′-dibromodiethylether (579.8 mg, 2.5 mmol) and N,N-diisopropylethylamine (1.027 ml, 6 mmol) in DMF (7 ml) is heated to 100° C. for 16 h and then allowed to cool to RT. The reaction mixture is partitioned between water and CH2Cl2. The aqueous phase is re-extracted twice, the combined organic phases are dried over Na2SO4 and concentrated in vacuo. The residue is purified by flash chromatography (sili... The reactants are FC1=C(C(=O)CC(=O)OCC)C=C(C(=C1F)F)F (2,3,4,5-tetrafluorobenzoylacetic acid, ethyl ester), C(C)OC(OCC)OCC (triethylorthoformate), C(C)(=O)OC(C)=O (acetic anhydride), C1(CC1)N (cyclopropylamine). Run in C(C)(C)O (isopropyl alcohol). Conditions: temperature 150 celsius, time 1 hour. Product: FC1=C(C(=O)C(C(=O)OCC)=CNC2CC2)C=C(C(=C1F)F)F (2-(2,3,4,5-tetrafluoro-benzoyl)-3-cyclopropylaminoacrylic acid, ethyl ester). Reaction SMILES: [F:1][C:2]1[C:15]([F:16])=[C:14]([F:17])[C:13]([F:18])=[CH:12][C:3]=1[C:4]([CH2:6][C:7]([O:9][CH2:10][CH3:11])=[O:8])=[O:5].[CH2:19](OC(OCC)OCC)C.C(OC(=O)C)(=O)C.[CH:36]1([NH2:39])[CH2:38][CH2:37]1>C(O)(C)C>[F:1][C:2]1[C:15]([F:16])=[C:14]([F:17])[C:13]([F:18])=[CH:12][C:3]=1[C:4]([C:6](=[CH:19][NH:39][CH:36]1[CH2:38][CH2:37]1)[C:7]([O:9][CH2:10][CH3:11])=[O:8])=[O:5]. Reported procedure: To 10.2 g (38.5 mmol) of the 2-(2,3,4,5-tetrafluorobenzoylacetic acid, ethyl ester was added 8.4 g (57.0 mmol) of triethylorthoformate and 9.3 g (91.5 mmol) of acetic anhydride. The mixture was heated to 150° C. for two hours and was then placed under high vacuum at 75°-85° C. for one hour. The residue dissolved, without purification, in 100 ml of isopropyl alcohol and treated with 2.4 ml of cyclopropylamine. The reaction was allowed to stand overnight. It was concentrated and purified by column... Starting materials: N1(N=CN=C1)CCCC1=CC=C(C=C1)N1CCC(CC1)NC(=O)OC(C)(C)C (N-(4-(3-(1,2,4-triazol-1-yl)-propyl)-phenyl)-4-tert-butoxycarbonylaminopiperidine). Run in FC(C(=O)O)(F)F (trifluoroacetic acid). Run at time 1 hour. The product is N1(N=CN=C1)CCCC1=CC=C(C=C1)N1CCC(CC1)N (N-(4-(3-(1,2,4-triazol-1-yl)-propyl)-phenyl)-4-aminopiperidine). RXN SMILES: [N:1]1([CH2:6][CH2:7][CH2:8][C:9]2[CH:14]=[CH:13][C:12]([N:15]3[CH2:20][CH2:19][CH:18]([NH:21]C(OC(C)(C)C)=O)[CH2:17][CH2:16]3)=[CH:11][CH:10]=2)[CH:5]=[N:4][CH:3]=[N:2]1>FC(F)(F)C(O)=O>[N:1]1([CH2:6][CH2:7][CH2:8][C:9]2[CH:10]=[CH:11][C:12]([N:15]3[CH2:16][CH2:17][CH:18]([NH2:21])[CH2:19][CH2:20]3)=[CH:13][CH:14]=2)[CH:5]=[N:4][CH:3]=[N:2]1. Procedure: The N-(4-(3-(1,2,4-triazol-1-yl)-propyl)-phenyl)-4-tert-butoxycarbonylaminopiperidine (180 mg, 0.47 mmol) obtained in Example 8(5) was dissolved in trifluoroacetic acid (5 ml) at 0° C., followed by stirring at room temperature for 1 hour. The reaction mixture was evaporated under reduced pressure, and the obtained residue was purified using medium-pressure silica gel flash column chromatography (NH silica gel, methanol:chloroform=1:9), thereby obtaining N-(4-(3-(1,2,4-triazol-1-yl)-propyl)-pheny...